From a dataset of the Open Reaction Database (ORD), a public repository of structured organic reaction records. describe an organic reaction: reactants, conditions, products, and yield Starting materials: NC=1SC2=C(N1)C=C(C(=C2)C)C (2-Amino-5,6-dimethylbenzothiazole), C(C)(=O)OCC(=O)Cl (acetoxyacetyl chloride). Solvent: N1=CC=CC=C1 (pyridine). Run at time 2 hour. Product: C(C)(=O)OCC(=O)NC=1SC2=C(N1)C=C(C(=C2)C)C (2-(acetoxyacetylamino)-5,6-dimethylbenzothiazole). Reaction SMILES: [NH2:1][C:2]1[S:3][C:4]2[CH:10]=[C:9]([CH3:11])[C:8]([CH3:12])=[CH:7][C:5]=2[N:6]=1.[C:13]([O:16][CH2:17][C:18](Cl)=[O:19])(=[O:15])[CH3:14]>N1C=CC=CC=1>[C:13]([O:16][CH2:17][C:18]([NH:1][C:2]1[S:3][C:4]2[CH:10]=[C:9]([CH3:11])[C:8]([CH3:12])=[CH:7][C:5]=2[N:6]=1)=[O:19])(=[O:15])[CH3:14]. Reported procedure: 2-Amino-5,6-dimethylbenzothiazole (4.5 g) is dissolved in pyridine (80 ml) and thereto is added dropwise acetoxyacetyl chloride (3.0 ml) at room temperature. After the mixture is stirred at room temperature for 2 hours, the solvent is distilled off. The resulting oil is solidified with addition of water. The obtained solids are filtered off and washed with water, then with diethyl ether, dried and recrystallized from ethanol to give the title compound (5.4 g) having the following physical proper... Reactants: COC=1C=C(C=CC1)C(C=O)C (2-(3-methoxyphenyl)-propionaldehyde), C(CC(=O)C)(=O)OC (methyl acetoacetate), N (NH3). Run in C(C)O (ethanol). Yields the product COC(=O)C1=C(NC(=C(C1C(C)C1=CC(=CC=C1)OC)C(=O)OC)C)C (2,6-Dimethyl-4-[1-(3-methoxyphenyl)-ethyl]-1,4-dihydropyridine-3,5-dicarboxylic acid dimethyl ester). Procedure: 16.4 g of 2-(3-methoxyphenyl)-propionaldehyde, 23.2 g of methyl acetoacetate and 2.1 ml of NH3 (33% strength) in 50 cm3 of ethanol were heated under reflux for 4 hours. After the mixture had cooled, the product crystallised out. It was purified by recrystallisation from ethanol. As a reaction SMILES: [CH3:1][O:2][C:3]1[CH:4]=[C:5]([CH:9]([CH3:12])[CH:10]=O)[CH:6]=[CH:7][CH:8]=1.[C:13]([O:19][CH3:20])(=[O:18])[CH2:14][C:15]([CH3:17])=O.[NH3:21]>C(O)C>[CH3:20][O:19][C:13]([C:14]1[CH:10]([CH:9]([C:5]2[CH:6]=[CH:7][CH:8]=[C:3]([O:2][CH3:1])[CH:4]=2)[CH3:12])[C:14]([C:13]([O:19][CH3:20])=[O:18])=[C:15]([CH3:17])[NH:21][C:15]=1[CH3:17])=[O:18]. Starting materials: ClC=1C=NC2=C(C(=CC=C2C1)Cl)C(Cl)Cl (3,7-dichloro-8-dichloromethylquinoline), S(O)(O)(=O)=O (sulfuric acid). Product: ClC=1C=NC2=C(C(=CC=C2C1)Cl)C=O (3,7-dichloroquinoline-8-carbaldehyde). As a reaction SMILES: [Cl:1][C:2]1[CH:3]=[N:4][C:5]2[C:10]([CH:11]=1)=[CH:9][CH:8]=[C:7]([Cl:12])[C:6]=2[CH:13](Cl)Cl.S(=O)(=O)(O)[OH:17]>>[Cl:1][C:2]1[CH:3]=[N:4][C:5]2[C:10]([CH:11]=1)=[CH:9][CH:8]=[C:7]([Cl:12])[C:6]=2[CH:13]=[O:17]. Reported procedure: 56 parts of 3,7-dichloro-8-dichloromethylquinoline in 250 parts of 90% strength sulfuric acid were stirred at 100° C. for 6 hours. After cooling, the solution was poured onto ice and the precipitated solid was filtered off with suction, washed neutral with water and dried. 195 parts of 3,7-dichloroquinoline-8-carbaldehyde of melting point 208° C. were obtained. The yield corresponds to 87% of theory. The reactants are 4-diazodiphenylamine hydrogensulfate, P(O)(O)(O)=O (phosphoric acid), O.C(C=O)(=O)O (glyoxylic acid monohydrate), C=O (paraformaldehyde), C(C)(C)O (isopropyl alcohol). Conditions: temperature 40 celsius, time 20 hour. Yields the product P(=O)(O)(O)[O-] (dihydrogenphosphate), 4-diazodiphenylamine, C(C=O)(=O)O (glyoxylic acid). As a reaction SMILES: O.[C:2]([OH:6])(=[O:5])[CH:3]=[O:4].C=O.C(O)(C)C.[P:13](=[O:17])([OH:16])([OH:15])[OH:14]>>[P:13]([O-:17])([OH:16])([OH:15])=[O:14].[C:2]([OH:6])(=[O:5])[CH:3]=[O:4] |f:0.1|. Procedure: 29.3 g (0.100 mole) of 4-diazodiphenylamine hydrogensulfate was dissolved in 70 ml of an 85% phosphoric acid solution. Then 4.74 g (0.0500 mole) of glyoxylic acid monohydrate (97%) was added to this solution and the mixture was stirred at 40° C. for 20 hours. Then 1.58 g (0.0500 mole) of paraformaldehyde (95% ) was added to the reaction mixture and the mixture was stirred at 40° C. for additional 20 hours. Thereafter, the reaction solution was poured into 800 ml of isopropyl alcohol while stirri... Starting materials: OCCCCC=1C=CC2=C(CC3=C(C(=C2)CC(=O)OCC)C=CC=C3)C1 (ethyl (±)-3-[4-hydroxy-1-butyl]-5H-dibenzo[a,d]cycloheptene-10-acetate), [Cl-].CC1([N+](C(CCC1)(C)C)=O)C (2,2,6,6-tetramethyloxopiperidinium chloride), CC(C)=CC (2-methyl-2-butene), [O-]Cl=O.[Na+] (NaClO2), NaH2PO4. Solvent: CCOC(=O)C (EtOAc), C(Cl)Cl (CH2Cl2), O (H2O). Conditions: temperature 0 celsius, time 1 hour. Product: C(=O)(O)CCCC=1C=CC2=C(CC3=C(C(=C2)CC(=O)OCC)C=CC=C3)C1 (Ethyl (±)-3-[3-carboxy-1-propyl]-5H-dibenzo [a,d]cycloheptene-10-acetate). Reaction SMILES: [OH:1][CH2:2][CH2:3][CH2:4][CH2:5][C:6]1[CH:7]=[CH:8][C:9]2[CH:15]=[C:14]([CH2:16][C:17]([O:19][CH2:20][CH3:21])=[O:18])[C:13]3[CH:22]=[CH:23][CH:24]=[CH:25][C:12]=3[CH2:11][C:10]=2[CH:26]=1.[Cl-].CC1(C)CCCC(C)(C)[N+]1=[O:37].CC(=CC)C.[O-]Cl=O.[Na+]>C(Cl)Cl.O.CCOC(C)=O>[C:2]([CH2:3][CH2:4][CH2:5][C:6]1[CH:7]=[CH:8][C:9]2[CH:15]=[C:14]([CH2:16][C:17]([O:19][CH2:20][CH3:21])=[O:18])[C:13]3[CH:22]=[CH:23][CH:24]=[CH:25][C:12]=3[CH2:11][C:10]=2[CH:26]=1)([OH:37])=[O:1] |f:1.2,4.5|. Procedure: A solution of ethyl (±)-3-[4-hydroxy-1-butyl]-5H-dibenzo[a,d]cycloheptene-10-acetate (342.4 mg, 0.97 mmole) in anhydrous CH2Cl2 (19 mL) was cooled to 0° C. under argon, and 2,2,6,6-tetramethyloxopiperidinium chloride (J. Org. Chem. 1985, 50, 1332-1334; 260 mg, 1.36 mmole) was added in one portion. The reaction was stirred at 0° C. for 1 hr, then 2-methyl-2-butene (1.2 mL, 11 64 mmole) was added, followed by a cold (0° C.) solution of NaClO2 (0.88 g, 7.76 mmole) and NaH2PO4 (0.90 g, 6.50 mmole) i... Reactants: c4(OC)ccc(B3OB(c1ccc(OC)cc1)OB(c2ccc(OC)cc2)O3)cc4 (effective_coupling_partner), CC(C)(C)C(=O)Oc3ccc2c(=O)cc(c1ccccc1)oc2c3 (substrate). The reagents and catalysts are PCy3. Run at temperature 110 celsius, time 12 hour. Product: COc4ccc(c3ccc2c(=O)cc(c1ccccc1)oc2c3)cc4. The reactants are ClCCl, CC(C)(C)OC(=O)c1ccc(-c2ccccc2)cc1NC(=O)c1ccc(-c2ccccc2)cc1O, O=C(O)C(F)(F)F. Yields the product O=C(Nc1cc(-c2ccccc2)ccc1C(=O)O)c1ccc(-c2ccccc2)cc1O. Reaction SMILES: [CH2:36]([Cl:37])[Cl:38].[OH:1][c:2]1[c:3]([C:4](=[O:5])[NH:6][c:7]2[c:8]([C:9](=[O:10])[O:11][C:12]([CH3:13])([CH3:14])[CH3:15])[cH:16][cH:17][c:18](-[c:20]3[cH:21][cH:22][cH:23][cH:24][cH:25]3)[cH:19]2)[cH:26][cH:27][c:28](-[c:30]2[cH:31][cH:32][cH:33][cH:34][cH:35]2)[cH:29]1.[OH:39][C:40]([C:41]([F:42])([F:43])[F:44])=[O:45]>>[OH:1][c:2]1[c:3]([C:4](=[O:5])[NH:6][c:7]2[c:8]([C:9](=[O:10])[OH:11])[cH:16][cH:17][c:18](-[c:20]3[cH:21][cH:22][cH:23][cH:24][cH:25]3)[cH:19]2)[cH:26][cH:27][c:28](-[c:30]2[cH:31][cH:32][cH:33][cH:34][cH:35]2)[cH:29]1. Reactants: C(=O)(O)[O-].[Na+] (NaHCO3), ClC1=C(N)C(=CC(=C1)F)[N+](=O)[O-] (2-chloro-4-fluoro-6-nitroaniline), Cl[Sn]Cl (SnCl2), C(C)O (ethanol). Run in C(C)(=O)OCC (ethyl acetate), C(C)(=O)OCC (ethyl acetate), hexanes. Yields the product NC1=C(C(=CC(=C1)F)Cl)N (1,2-Diamino-3-chloro-5-fluorobenzene). Reaction SMILES: [Cl:1][C:2]1[CH:8]=[C:7]([F:9])[CH:6]=[C:5]([N+:10]([O-])=O)[C:3]=1[NH2:4].Cl[Sn]Cl.C(O)C.C([O-])(O)=O.[Na+]>C(OCC)(=O)C>[NH2:10][C:5]1[CH:6]=[C:7]([F:9])[CH:8]=[C:2]([Cl:1])[C:3]=1[NH2:4] |f:3.4|. Procedure: 1,2-Diamino-3-chloro-5-fluorobenzene was prepared using an adaptation of the method of Bellamy, et al., (Bellamy, F. D. et al., Tetrahedron Lett. 25: 839 (1984)). A mixture of 2-chloro-4-fluoro-6-nitroaniline (424 mg, 2.22 mmol) and SnCl2 2H2O (2.50 g, 11.1 mmol) dissolved in 7 mL ethyl acetate and 3 mL absolute ethanol under N2 was heated at 70° C. for 2.5 h. All the starting material had reacted as evidenced by TLC (silica gel, 2:1 hexanes:ethyl acetate). The reaction was allowed to cool to ro... Starting materials: [F-].[K+] (potassium fluoride), CC1=CC(=C(C(=O)OC)C=C1CC=1C=CC(=NC1)C1=CC(=NC=C1)C)OS(=O)(=O)C(F)(F)F (methyl 4-methyl-5-((2′-methyl-[2,4′-bipyridine]-5-yl)methyl)-2-(((trifluoromethyl)sulfonyl)oxy)benzoate), C(CCC)C(=C(CCCC)CCCC)[Sn] (tributylvinyltin), [Cl-].[Li+] (lithium chloride). The reagents and catalysts are Cl[Pd]([P](C1=CC=CC=C1)(C2=CC=CC=C2)C3=CC=CC=C3)([P](C4=CC=CC=C4)(C5=CC=CC=C5)C6=CC=CC=C6)Cl (trans-dichlorobis(triphenylphosphine)palladium(II)). Run in CN(C)C=O (DMF). Conditions: temperature 90 celsius, time 1.5 hour. Yields the product CC1=CC(=C(C(=O)OC)C=C1CC=1C=CC(=NC1)C1=CC(=NC=C1)C)C=C (methyl 4-methyl-5-((2′-methyl-[2,4′-bipyridine]-5-yl)methyl)-2-vinylbenzoate). As a reaction SMILES: [CH3:1][C:2]1[C:11]([CH2:12][C:13]2[CH:14]=[CH:15][C:16]([C:19]3[CH:24]=[CH:23][N:22]=[C:21]([CH3:25])[CH:20]=3)=[N:17][CH:18]=2)=[CH:10][C:5]([C:6]([O:8][CH3:9])=[O:7])=[C:4](OS(C(F)(F)F)(=O)=O)[CH:3]=1.[CH2:34](C([Sn])=C(CCCC)CCCC)[CH2:35]CC.[Cl-].[Li+].[F-].[K+]>CN(C=O)C.Cl[Pd](Cl)([P](C1C=CC=CC=1)(C1C=CC=CC=1)C1C=CC=CC=1)[P](C1C=CC=CC=1)(C1C=CC=CC=1)C1C=CC=CC=1>[CH3:1][C:2]1[C:11]([CH2:12][C:13]2[CH:14]=[CH:15][C:16]([C:19]3[CH:24]=[CH:23][N:22]=[C:21]([CH3:25])[CH:20]=3)=[N:17][CH:18]=2)=[CH:10][C:5]([C:6]([O:8][CH3:9])=[O:7])=[C:4]([CH:34]=[CH2:35])[CH:3]=1 |f:2.3,4.5,^1:35,60,79|. Procedure details: To a solution of methyl 4-methyl-5-((2′-methyl-[2,4′-bipyridine]-5-yl)methyl)-2-(((trifluoromethyl)sulfonyl)oxy)benzoate (0.21 g) in DMF (4.00 mL) were added tributylvinyltin (0.19 mL), trans-dichlorobis(triphenylphosphine)palladium(II) (0.02 g) and lithium chloride (0.14 g), and the mixture was stirred at 90° C. for 1.5 hr under argon atmosphere. To the reaction mixture was added aqueous potassium fluoride solution, and the precipitated insoluble substance was removed by filtration through Celi... The reactants are FC(C=1C=C(C=C(C1)C(F)(F)F)C(C(=O)N(C=1C=NC(=CC1C1=C(C=C(C=C1)F)C)N1CCSCC1)C)(C)C)(F)F (2-(3,5-Bis-trifluoromethyl-phenyl)-N-methyl-N-[4-(4-fluoro-2-methyl-phenyl)-6-thiomorpholin-4-yl-pyridin-3-yl]-isobutyramide), S(=O)(O)[O-].[Na+] (sodium hydrogen sulfite), OOS(=O)[O-].[K+] (oxone), S(=O)(=O)(O[O-])[O-].[K+].[K+] (potassium peroxymonosulfate), C([O-])([O-])=O.[Na+].[Na+] (sodium carbonate). The solvent is CO (methanol). Reaction conditions: time 16 hour. Product: FC(C=1C=C(C=C(C1)C(F)(F)F)C(C(=O)N(C)C=1C=NC(=CC1C1=C(C=C(C=C1)F)C)N1CCS(CC1)(=O)=O)(C)C)(F)F (2-(3,5-bis-trifluoromethyl-phenyl)-N-[6-(1,1-dioxothiomorpholin-4-yl)-4-(4-fluoro-2-methyl-phenyl)-pyridin-3-yl]-N-methyl-isobutyramide). RXN SMILES: [F:1][C:2]([F:41])([F:40])[C:3]1[CH:4]=[C:5]([C:13]([CH3:39])([CH3:38])[C:14]([N:16]([CH3:37])[C:17]2[CH:18]=[N:19][C:20]([N:31]3[CH2:36][CH2:35]S[CH2:33][CH2:32]3)=[CH:21][C:22]=2[C:23]2[CH:28]=[CH:27][C:26]([F:29])=[CH:25][C:24]=2[CH3:30])=[O:15])[CH:6]=[C:7]([C:9]([F:12])([F:11])[F:10])[CH:8]=1.O[O:43][S:44]([O-:46])=O.[K+].S([O-])(O[O-])(=O)=O.[K+].[K+].S([O-])(O)=O.[Na+].C(=O)([O-])[O-].[Na+].[Na+]>CO>[F:12][C:9]([F:10])([F:11])[C:7]1[CH:6]=[C:5]([C:13]([CH3:39])([CH3:38])[C:14]([N:16]([C:17]2[CH:18]=[N:19][C:20]([N:31]3[CH2:32][CH2:33][S:44](=[O:46])(=[O:43])[CH2:35][CH2:36]3)=[CH:21][C:22]=2[C:23]2[CH:28]=[CH:27][C:26]([F:29])=[CH:25][C:24]=2[CH3:30])[CH3:37])=[O:15])[CH:4]=[C:3]([C:2]([F:40])([F:41])[F:1])[CH:8]=1 |f:1.2,3.4.5,6.7,8.9.10|. Reported procedure: 2-(3,5-Bis-trifluoromethyl-phenyl)-N-[6-(1,1-dioxo-1λ6-thiomorpholin-4-yl)-4-(4-fluoro-2-methyl-phenyl)-pyridin-3-yl]-N-methyl-isobutyramide can be produced by suspending 2-(3,5-Bis-trifluoromethyl-phenyl)-N-methyl-N-[4-(4-fluoro-2-methyl-phenyl)-6-thiomorpholin-4-yl-pyridin-3-yl]-isobutyramide in methanol and treating it at room temperature with oxone™ (potassium peroxymonosulfate). The suspension is then stirred for about 16 hours at room temperature and cooled to about 0° C., followed by the ...